Task: describe an organic reaction: reactants, conditions, products, and yield. Dataset: the Open Reaction Database (ORD), a public repository of structured organic reaction records Starting materials: O=C(O)Cc1cccc(C(=O)c2ccccc2)c1, O=S(Cl)Cl. Product: O=C(O)Cc1cccc(C(=O)c2ccccc2)c1, [Cl-]. Reaction SMILES: [C:1]([c:2]1[cH:3][cH:4][cH:5][cH:6][cH:7]1)(=[O:8])[c:9]1[cH:10][c:11]([CH2:15][C:16](=[O:17])[OH:18])[cH:12][cH:13][cH:14]1.[S:19]([Cl:20])([Cl:21])=[O:22]>>[C:1]([c:2]1[cH:3][cH:4][cH:5][cH:6][cH:7]1)(=[O:8])[c:9]1[cH:10][c:11]([CH2:15][C:16](=[O:17])[OH:18])[cH:12][cH:13][cH:14]1.[Cl-:21]. Starting materials: CC1=C(OC2=C1C(=CC=C2)OCCCN(CC=2C=NC=CC2)C)C=O (3-methyl-4-[3-(methyl-pyridin-3-ylmethyl-amino)-propoxy]-benzofuran-2-carbaldehyde), compound, Cl.C(C)ON (O-ethyl hydroxylamine hydrochloride). Solvent: N1=CC=CC=C1 (pyridine). Reaction conditions: time 7 hour. The product is C(C)ON=CC=1OC2=C(C1C)C(=CC=C2)OCCCN(CC=2C=NC=CC2)C (3-Methyl-4-[3-(methyl-pyridin-3-ylmethyl-amino)-propoxy]-benzofuran-2-carbaldehyde O-ethyl-oxime). RXN SMILES: [CH3:1][C:2]1[C:6]2[C:7]([O:11][CH2:12][CH2:13][CH2:14][N:15]([CH3:23])[CH2:16][C:17]3[CH:18]=[N:19][CH:20]=[CH:21][CH:22]=3)=[CH:8][CH:9]=[CH:10][C:5]=2[O:4][C:3]=1[CH:24]=O.Cl.[CH2:27]([O:29][NH2:30])[CH3:28]>N1C=CC=CC=1>[CH2:27]([O:29][N:30]=[CH:24][C:3]1[O:4][C:5]2[CH:10]=[CH:9][CH:8]=[C:7]([O:11][CH2:12][CH2:13][CH2:14][N:15]([CH3:23])[CH2:16][C:17]3[CH:18]=[N:19][CH:20]=[CH:21][CH:22]=3)[C:6]=2[C:2]=1[CH3:1])[CH3:28] |f:1.2|. Procedure: To a solution of 3-methyl-4-[3-(methyl-pyridin-3-ylmethyl-amino)-propoxy]-benzofuran-2-carbaldehyde (the compound of Example 115-b) (29 mg) in pyridine (5 ml) was added O-ethyl hydroxylamine hydrochloride (84 mg) at room temperature. After stirring for seven hours, the mixture was partitioned between ethyl acetate and NH4Cl solution. The organic layer was dried over anhydrous sodium sulfate and evaporated under reduced pressure. The residue was purified by silica gel column chromatography develo... Reactants: C(C)(S)=O (ethanethioic S-acid), C(C)(C)OC(=O)\N=N\C(OC(C)C)=O (isopropyl (NE)-N-isopropoxycarbonyliminocarbamate), ClC=1C=NC=C(C1N1CCC(CC1)O)F (1-(3-chloro-5-fluoro-4-pyridyl)piperidin-4-ol), C1(=CC=CC=C1)P(C1=CC=CC=C1)C1=CC=CC=C1 (Triphenylphosphine). The solvent is C1CCOC1 (THF), C(C)OC(C)=O (ethylacetate). Reaction conditions: time 15 minute. Yields the product C(C)(SC1CCN(CC1)C1=C(C=NC=C1F)Cl)=O (S-(1-(3-chloro-5-fluoropyridin-4-yl)piperidin-4-yl) ethanethioate). As a reaction SMILES: C(OC(/N=N/C(=O)OC(C)C)=O)(C)C.[Cl:15][C:16]1[CH:17]=[N:18][CH:19]=[C:20]([F:29])[C:21]=1[N:22]1[CH2:27][CH2:26][CH:25](O)[CH2:24][CH2:23]1.C1(P(C2C=CC=CC=2)C2C=CC=CC=2)C=CC=CC=1.[C:49](=[O:52])([SH:51])[CH3:50]>C1COCC1.C(OC(=O)C)C>[C:49](=[O:52])([S:51][CH:25]1[CH2:26][CH2:27][N:22]([C:21]2[C:20]([F:29])=[CH:19][N:18]=[CH:17][C:16]=2[Cl:15])[CH2:23][CH2:24]1)[CH3:50]. Reported procedure: isopropyl (NE)-N-isopropoxycarbonyliminocarbamate (723.1 mg, 3.576 mmol) was added dropwise to a solution of 1-(3-chloro-5-fluoro-4-pyridyl)piperidin-4-ol (750 mg, 3.251 mmol) and Triphenylphosphine (937.9 mg, 828.5 μL, 3.576 mmol) in THF at −20° C. After stirring for 15 mins, ethanethioic S-acid (272.2 mg, 255.6 μL, 3.576 mmol) was added, the mixture was allowed to warm to room temperature and was stirred for a further 30 minutes. The mixture was then diluted with ethylacetate (30 ml), washed t... Starting materials: [BH4-], COCCOC, CCO, [Na+], O=C1CC(c2ccc3c(c2)OCO3)c2ccccc21. Product: OC1CC(c2ccc3c(c2)OCO3)c2ccccc21. Reaction SMILES: [BH4-:1].[CH2:25]([CH2:26][O:27][CH3:28])[O:29][CH3:30].[CH3:22][CH2:23][OH:24].[Na+:2].[O:3]1[CH2:4][O:5][c:6]2[c:7]1[cH:8][cH:9][c:10]([CH:12]1[CH2:13][C:14](=[O:21])[c:15]3[cH:16][cH:17][cH:18][cH:19][c:20]31)[cH:11]2>>[O:3]1[CH2:4][O:5][c:6]2[c:7]1[cH:8][cH:9][c:10]([CH:12]1[CH2:13][CH:14]([OH:21])[c:15]3[cH:16][cH:17][cH:18][cH:19][c:20]31)[cH:11]2.